From a dataset of the Open Reaction Database (ORD), a public repository of structured organic reaction records. describe an organic reaction: reactants, conditions, products, and yield The reactants are CC[SiH](CC)CC, O, O=C(O)C(F)(F)F, O=C1N(C(c2ccccc2)c2ccccc2)c2ccccc2C12COc1cc3c(cc12)CCCO3. Yields the product O=C1Nc2ccccc2C12COc1cc3c(cc12)CCCO3. Reaction SMILES: [CH2:36]([SiH:37]([CH2:38][CH3:39])[CH2:40][CH3:41])[CH3:42].[OH2:50].[OH:43][C:44]([C:45]([F:46])([F:47])[F:48])=[O:49].[c:1]1([CH:2]([c:3]2[cH:4][cH:5][cH:6][cH:7][cH:30]2)[N:8]2[C:9](=[O:29])[C:10]3([CH2:11][O:12][c:13]4[c:14]3[cH:15][c:16]3[c:21]([cH:22]4)[O:20][CH2:19][CH2:18][CH2:17]3)[c:23]3[cH:24][cH:25][cH:26][cH:27][c:28]32)[cH:31][cH:32][cH:33][cH:34][cH:35]1>>[NH:8]1[C:9](=[O:29])[C:10]2([CH2:11][O:12][c:13]3[c:14]2[cH:15][c:16]2[c:21]([cH:22]3)[O:20][CH2:19][CH2:18][CH2:17]2)[c:23]2[cH:24][cH:25][cH:26][cH:27][c:28]21. The reactants are NCC1=CN(C2=CC(=CC=C2C1=O)Cl)C1=CC=CC=C1 (3-(aminomethyl)-7-chloro-1-phenylquinolin-4(1H)-one), NCC1=CN(C2=CC(=CC=C2C1=O)Cl)C1=CC=CC=C1 (3-(aminomethyl)-7-chloro-1-phenylquinolin-4(1H)-one), C(C)(C)N(C(C)C)CC (N,N-diisopropylethylamine), ClC=1NC2=C(N1)C=CC=C2 (2-chlorobenzimidazole). The solvent is CN1CCCC1=O (NMP). Conditions: temperature 115 celsius. Yields the product N1C(=NC2=C1C=CC=C2)NCC2=CN(C1=CC(=CC=C1C2=O)Cl)C2=CC=CC=C2 (3-[(1H-Benzoimidazol-2-ylamino)-methyl]-7-chloro-1-phenyl-1H-quinolin-4-one). RXN SMILES: [NH2:1][CH2:2][C:3]1[C:12](=[O:13])[C:11]2[C:6](=[CH:7][C:8]([Cl:14])=[CH:9][CH:10]=2)[N:5]([C:15]2[CH:20]=[CH:19][CH:18]=[CH:17][CH:16]=2)[CH:4]=1.C(N(CC)C(C)C)(C)C.Cl[C:31]1[NH:32][C:33]2[CH:39]=[CH:38][CH:37]=[CH:36][C:34]=2[N:35]=1>CN1C(=O)CCC1>[NH:32]1[C:33]2[CH:39]=[CH:38][CH:37]=[CH:36][C:34]=2[N:35]=[C:31]1[NH:1][CH2:2][C:3]1[C:12](=[O:13])[C:11]2[C:6](=[CH:7][C:8]([Cl:14])=[CH:9][CH:10]=2)[N:5]([C:15]2[CH:16]=[CH:17][CH:18]=[CH:19][CH:20]=2)[CH:4]=1. Procedure details: A mixture of 3-(aminomethyl)-7-chloro-1-phenylquinolin-4(1H)-one (intermediate D) (40 mg, 0.140 mmol), N,N-diisopropylethylamine (74.0 mg, 100 μL, 0.570 mmol) and 2-chlorobenzimidazole (29 mg, 0.186 mmol) in NMP (500 μL) was heated at 115° C. in a sealed tube overnight. After this time, very little desired product was observed via LC/MS. Additional 2-chlorobenzimidazole (30 mg, 0.196 mmol), N,N-diisopropylethylamine (74.0 mg, 100 μL, 0.570 mmol), and NMP (0.2 mL) were added, and the reaction mix... Starting materials: C[Si](C)(C)[N-][Si](C)(C)C.[Li+] (Lithium bis(trimethylsilyl)amide), C(C)(C)(C)OC(=O)N1CCC(=CC1)CNC1=C(C(=NC=C1)Cl)Br (4-[(3-Bromo-2-chloro-pyridin-4-ylamino)-methyl]-3,6-dihydro-2H-pyridine-1-carboxylic acid tert-butyl ester), ClC=1C=C(C(=O)Cl)C=CN1 (2-chloroisonicotinoyl chloride). Run in O1CCCC1 (tetrahydrofuran). Reaction conditions: temperature 0 celsius, time 10 minute. Product: C(C)(C)(C)OC(=O)N1CCC(=CC1)CN(C(=O)C1=CC(=NC=C1)Cl)C1=C(C(=NC=C1)Cl)Br (4-{[(3-bromo -2-chloro-pyridin-4-yl)-(2-chloro-pyridine-4-carbonyl)-amino]-methyl }-3,6-dihydro-2H -pyridine-1-carboxylic acid tert-butyl ester). The yield is 88.3%. RXN SMILES: C[Si]([N-][Si](C)(C)C)(C)C.[Li+].[C:11]([O:15][C:16]([N:18]1[CH2:23][CH:22]=[C:21]([CH2:24][NH:25][C:26]2[CH:31]=[CH:30][N:29]=[C:28]([Cl:32])[C:27]=2[Br:33])[CH2:20][CH2:19]1)=[O:17])([CH3:14])([CH3:13])[CH3:12].[Cl:34][C:35]1[CH:36]=[C:37]([CH:41]=[CH:42][N:43]=1)[C:38](Cl)=[O:39]>O1CCCC1>[C:11]([O:15][C:16]([N:18]1[CH2:19][CH:20]=[C:21]([CH2:24][N:25]([C:26]2[CH:31]=[CH:30][N:29]=[C:28]([Cl:32])[C:27]=2[Br:33])[C:38]([C:37]2[CH:41]=[CH:42][N:43]=[C:35]([Cl:34])[CH:36]=2)=[O:39])[CH2:22][CH2:23]1)=[O:17])([CH3:14])([CH3:12])[CH3:13] |f:0.1|. Procedure: Lithium bis(trimethylsilyl)amide (1M solution in THF, 3 ml) was added dropwise to a stirred solution of 4-[(3-Bromo-2-chloro-pyridin-4-ylamino)-methyl]-3,6-dihydro-2H-pyridine-1-carboxylic acid tert-butyl ester (0.53 g) in tetrahydrofuran (20 ml) at −78° C. under N2. The yellow solution was warmed to 0° C. and then 2-chloroisonicotinoyl chloride (50% solution in toluene, 0.95 g) was added. The solution was stirred at 0° C. for 10 min., quenched by addition of aqueous ammonium chloride, extracted... Starting materials: COC(=O)C=1C(=C2C=C(C(N(C2=C(N1)C=1C=NC=C(C1)Cl)CC1=CC=CC=C1)=O)C1=CC=CC=C1)O (1-benzyl-8-(5-chloro-pyridin-3-yl)-5-hydroxy-2-oxo-3-phenyl-1,2-dihydro-[1,7]naphthyridine-6-carboxylic acid methyl ester), NCCC(=O)O (β-alanine), C[O-].[Na+] (NaOMe). The solvent is C(=O)(O)[O-].[Na+] (NaHCO3). Product: C(C1=CC=CC=C1)N1C(C(=CC2=C(C(=NC(=C12)C=1C=NC=C(C1)Cl)C(=O)NCCC(=O)O)O)C1=CC=CC=C1)=O (3-{[1-Benzyl-8-(5-chloro-pyridin-3-yl)-5-hydroxy-2-oxo-3-phenyl-1,2-dihydro-[1,7]naphthyridine-6-carbonyl]amino}-propionic acid). Isolated yield 28.5%. RXN SMILES: CO[C:3]([C:5]1[C:6]([OH:36])=[C:7]2[C:12](=[C:13]([C:15]3[CH:16]=[N:17][CH:18]=[C:19]([Cl:21])[CH:20]=3)[N:14]=1)[N:11]([CH2:22][C:23]1[CH:28]=[CH:27][CH:26]=[CH:25][CH:24]=1)[C:10](=[O:29])[C:9]([C:30]1[CH:35]=[CH:34][CH:33]=[CH:32][CH:31]=1)=[CH:8]2)=[O:4].[NH2:37][CH2:38][CH2:39][C:40]([OH:42])=[O:41].C[O-].[Na+]>C([O-])(O)=O.[Na+]>[CH2:22]([N:11]1[C:12]2[C:7](=[C:6]([OH:36])[C:5]([C:3]([NH:37][CH2:38][CH2:39][C:40]([OH:42])=[O:41])=[O:4])=[N:14][C:13]=2[C:15]2[CH:16]=[N:17][CH:18]=[C:19]([Cl:21])[CH:20]=2)[CH:8]=[C:9]([C:30]2[CH:35]=[CH:34][CH:33]=[CH:32][CH:31]=2)[C:10]1=[O:29])[C:23]1[CH:24]=[CH:25][CH:26]=[CH:27][CH:28]=1 |f:2.3,4.5|. Procedure: A mixture of 1-benzyl-8-(5-chloro-pyridin-3-yl)-5-hydroxy-2-oxo-3-phenyl-1,2-dihydro-[1,7]naphthyridine-6-carboxylic acid methyl ester (38 mg, 0.076 mmol), β-alanine (681 mg, 7.6 mmol) and NaOMe solution (11 mL, 5.7 mmol, 0.5 M in MeOH) was refluxed for 16 h. After the mixture was cooled to r.t., the solvent was evaporated in vacuo. The residue was partitioned between EtOAc and water. 1 M HCl was added with vigorous stirring until pH was about 3-4. The aqueous layer was extracted with additional... Reactants: Cc1[nH]c(=O)c(C#N)c2c1C(=O)c1ccccc1-2, O, O=S(=O)(O)O. Yields the product Cc1[nH]c(=O)c(C(N)=O)c2c1C(=O)c1ccccc1-2. RXN SMILES: [CH3:1][c:2]1[nH:3][c:4](=[O:18])[c:5]([C:16]#[N:17])[c:6]2[c:7]1[C:8](=[O:15])[c:9]1[cH:10][cH:11][cH:12][cH:13][c:14]1-2.[OH2:24].[S:19]([OH:20])(=[O:21])(=[O:22])[OH:23]>>[CH3:1][c:2]1[nH:3][c:4](=[O:18])[c:5]([C:16]([NH2:17])=[O:20])[c:6]2[c:7]1[C:8](=[O:15])[c:9]1[cH:10][cH:11][cH:12][cH:13][c:14]1-2. Starting materials: CC(S)S, COc1cc(-c2cc(C(=O)NCc3ccc(Cl)cc3)c(=O)n(COCC[Si](C)(C)C)n2)ccc1O, O=C(O)C(F)(F)F, O. The product is COc1cc(-c2cc(C(=O)NCc3ccc(Cl)cc3)c(=O)[nH]n2)ccc1O. RXN SMILES: [CH:36]([SH:37])([SH:38])[CH3:39].[Cl:1][c:2]1[cH:3][cH:4][c:5]([CH2:6][NH:7][C:8](=[O:9])[c:10]2[c:11](=[O:33])[n:12]([CH2:25][O:26][CH2:27][CH2:28][Si:29]([CH3:30])([CH3:31])[CH3:32])[n:13][c:14](-[c:16]3[cH:17][c:18]([O:23][CH3:24])[c:19]([OH:22])[cH:20][cH:21]3)[cH:15]2)[cH:34][cH:35]1.[F:41][C:42]([F:43])([F:44])[C:45]([OH:46])=[O:47].[OH2:40]>>[Cl:1][c:2]1[cH:3][cH:4][c:5]([CH2:6][NH:7][C:8](=[O:9])[c:10]2[c:11](=[O:33])[nH:12][n:13][c:14](-[c:16]3[cH:17][c:18]([O:23][CH3:24])[c:19]([OH:22])[cH:20][cH:21]3)[cH:15]2)[cH:34][cH:35]1.